This data is from the Open Reaction Database (ORD), a public repository of structured organic reaction records. The task is: describe an organic reaction: reactants, conditions, products, and yield Reactants: N(=O)OCCC(C)C (Isoamyl nitrite), NC1=C(OC=2C(=NC(=NC2)C)OC(C)C(=O)OC)C=C(C(=C1)F)N1C(N(C(=CC1=O)C(F)(F)F)C)=O (5-{2-amino-4-fluoro-5-[3-methyl-2,6-dioxo-4-(trifluoromethyl)-1,2,3,6-tetrahydropyrimidin-1-yl]phenoxy}-4-{1-(methoxycarbonyl)ethoxy}-2-methylpyrimidine), Cl (hydrochloric acid). Reagents/catalysts: [Cu]Cl (copper(I) chloride), [Cu](Cl)Cl (copper(II) chloride). The solvent is C(C)#N (acetonitrile). Reaction conditions: time 1 hour. The product is ClC1=C(OC=2C(=NC(=NC2)C)OC(C)C(=O)OC)C=C(C(=C1)F)N1C(N(C(=CC1=O)C(F)(F)F)C)=O (5-{2-chloro-4-fluoro-5-[3-methyl-2,6-dioxo-4-(trifluoromethyl)-1,2,3,6-tetrahydropyrimidin-1-yl]phenoxy}-4-{1-(methoxycarbonyl)ethoxy}-2-methylpyrimidine). As a reaction SMILES: N(OCCC(C)C)=O.N[C:10]1[CH:30]=[C:29]([F:31])[C:28]([N:32]2[C:37](=[O:38])[CH:36]=[C:35]([C:39]([F:42])([F:41])[F:40])[N:34]([CH3:43])[C:33]2=[O:44])=[CH:27][C:11]=1[O:12][C:13]1[C:14]([O:20][CH:21]([C:23]([O:25][CH3:26])=[O:24])[CH3:22])=[N:15][C:16]([CH3:19])=[N:17][CH:18]=1.[ClH:45]>[Cu]Cl.[Cu](Cl)Cl.C(#N)C>[Cl:45][C:10]1[CH:30]=[C:29]([F:31])[C:28]([N:32]2[C:37](=[O:38])[CH:36]=[C:35]([C:39]([F:42])([F:41])[F:40])[N:34]([CH3:43])[C:33]2=[O:44])=[CH:27][C:11]=1[O:12][C:13]1[C:14]([O:20][CH:21]([C:23]([O:25][CH3:26])=[O:24])[CH3:22])=[N:15][C:16]([CH3:19])=[N:17][CH:18]=1. Reported procedure: Isoamyl nitrite is added to a mixture of 5-{2-amino-4-fluoro-5-[3-methyl-2,6-dioxo-4-(trifluoromethyl)-1,2,3,6-tetrahydropyrimidin-1-yl]phenoxy}-4-{1-(methoxycarbonyl)ethoxy}-2-methylpyrimidine, copper(I) chloride, copper(II) chloride and acetonitrile dropwise at room temperature, and the mixture is stirred for 1 hour. This reaction solution is poured into 2% hydrochloric acid, and extracted with ethylacetate. The organic layer is washed with saturated saline, dried over anhydrous magnesium sulf... As a reaction SMILES: [Br:1][c:2]1[cH:3][c:4]([Cl:11])[c:5]([C:6](=[O:7])[OH:8])[cH:9][cH:10]1.[CH3:12][C:13](=[O:14])[Cl:15].[CH3:16][OH:17]>>[Br:1][c:2]1[cH:3][c:4]([Cl:11])[c:5]([C:6](=[O:7])[O:8][CH3:12])[cH:9][cH:10]1. Yields the product COC(=O)c1ccc(Br)cc1Cl. The reactants are O=C(O)c1ccc(Br)cc1Cl, CC(=O)Cl, CO. Reactants: NC=1N=CNC1C#N (4-amino-1H-imidazole-5-carbonitrile), FC=1C=C(C(=O)Cl)C=CC1 (3-fluorobenzoyl chloride). Run in N1=CC=CC=C1 (pyridine). The product is C(#N)C1=C(N=CN1)NC(C1=CC(=CC=C1)F)=O (N-(5-Cyano-1H-imidazol-4-yl)-3-fluorobenzamide). Reaction SMILES: [NH2:1][C:2]1[N:3]=[CH:4][NH:5][C:6]=1[C:7]#[N:8].[F:9][C:10]1[CH:11]=[C:12]([CH:16]=[CH:17][CH:18]=1)[C:13](Cl)=[O:14]>N1C=CC=CC=1>[C:7]([C:6]1[NH:5][CH:4]=[N:3][C:2]=1[NH:1][C:13](=[O:14])[C:12]1[CH:16]=[CH:17][CH:18]=[C:10]([F:9])[CH:11]=1)#[N:8]. Procedure details: Under a nitrogen atmosphere a stirred solution of 4-amino-1H-imidazole-5-carbonitrile (1.1 g, 0.01 mole) and 3-fluorobenzoyl chloride (1.8 g, 0.011 mole) in 25 ml of dry pyridine was heated at reflux for one hour. The reaction mixture was cooled and the pyridine removed under reduced pressure. The residue was washed with saturated aqueous sodium bicarbonate and water. The residual solid was collected by filtration and washed sequentially with two portions of water, diethyl ether, and ethyl aceta...